This data is from the Open Reaction Database (ORD), a public repository of structured organic reaction records. The task is: describe an organic reaction: reactants, conditions, products, and yield Run in CC#N (CH3CN). Reaction SMILES: I[CH2:2][C@@H:3]([CH3:16])[CH2:4][N:5]1[C:14]2[C:9](=[CH:10][CH:11]=[CH:12][CH:13]=2)[CH:8]=[CH:7][C:6]1=[O:15].[CH2:17]([O:20][CH:21]1[CH2:26][CH2:25][NH:24][CH2:23][CH2:22]1)[CH2:18][CH3:19]>CC#N>[CH3:16][CH:3]([CH2:2][N:24]1[CH2:25][CH2:26][CH:21]([O:20][CH2:17][CH2:18][CH3:19])[CH2:22][CH2:23]1)[CH2:4][N:5]1[C:14]2[C:9](=[CH:10][CH:11]=[CH:12][CH:13]=2)[CH:8]=[CH:7][C:6]1=[O:15]. Yield: 25.6%. The reactants are IC[C@H](CN1C(C=CC2=CC=CC=C12)=O)C ((S)-1-(3-iodo-2-methylpropyl)-1H-quinolin-2-one), C(CC)OC1CCNCC1 (4-propyloxypiperidine). Reported procedure: A 4 mL vial was charged with crude (S)-1-(3-iodo-2-methylpropyl)-1H-quinolin-2-one (0.190 g), 4-propyloxypiperidine (0.137 g, 0.96 mmol) and dry CH3CN (2.5 mL). The mixture was shaken at 50° C. for 24 h and then purified by cation-exchange CC followed by flash CC (SiO2; EtOAc/MeOH 1:4) to give the title compound (0.051 g, 17%). 1H NMR (CD3OD) δ 7.85 (d, J=9.6 Hz), 7.70-7.63 (m, 2H), 7.60 (brt, J=7.8 Hz, 1H), 7.26 (brt, 7.6 Hz), 6.63 (d, J=9.6 Hz, 1H), 4.39-4.23 (m, 2H), 3.37 (t, J=6.6 Hz), 3.28-... Conditions: temperature 50 celsius, time 24 hour. Yields the product CC(CN1C(C=CC2=CC=CC=C12)=O)CN1CCC(CC1)OCCC (2-Methyl-3-(4-propoxypiperidin-1-yl)-propyl-1H-quinolin-2-one). Run at temperature 120 celsius, time 18 hour. The yield is 46.0%. Reactants: C(=O)(C(F)(F)F)O (TFA), CCN(C(C)C)C(C)C (DIPEA), BrC=1SC(=NN1)C1=C(C=C(C=C1)C=1C=NN(C1)C)OC (2-bromo-5-(2-methoxy-4-(1-methyl-1H-pyrazol-4-yl)phenyl)-1,3,4-thiadiazole), C1NCC12CN(CCC2)C(=O)OC(C)(C)C (tert-butyl 2,6-diazaspiro[3.5]nonane-6-carboxylate), C(=O)(C(F)(F)F)O (TFA). Solvent: C(Cl)Cl (DCM), CO (MeOH), CN1CCCC1=O (NMP). Reaction SMILES: CCN(C(C)C)C(C)C.Br[C:11]1[S:12][C:13]([C:16]2[CH:21]=[CH:20][C:19]([C:22]3[CH:23]=[N:24][N:25]([CH3:27])[CH:26]=3)=[CH:18][C:17]=2[O:28][CH3:29])=[N:14][N:15]=1.[CH2:30]1[C:33]2([CH2:38][CH2:37][CH2:36][N:35](C(OC(C)(C)C)=O)[CH2:34]2)[CH2:32][NH:31]1.C(O)(C(F)(F)F)=O>CN1C(=O)CCC1.C(Cl)Cl.CO>[CH3:29][O:28][C:17]1[CH:18]=[C:19]([C:22]2[CH:23]=[N:24][N:25]([CH3:27])[CH:26]=2)[CH:20]=[CH:21][C:16]=1[C:13]1[S:12][C:11]([N:31]2[CH2:32][C:33]3([CH2:38][CH2:37][CH2:36][NH:35][CH2:34]3)[CH2:30]2)=[N:15][N:14]=1. Reported procedure: DIPEA (116 μL, 0.666 mmol) was added to a stirred suspension of 2-bromo-5-(2-methoxy-4-(1-methyl-1H-pyrazol-4-yl)phenyl)-1,3,4-thiadiazole (78 mg, 0.222 mmol) and tert-butyl 2,6-diazaspiro[3.5]nonane-6-carboxylate (acetic acid salt, 127 mg, 0.444 mmol) in NMP (444 μL) and the mixture was heated at 120° C. for 3 hours. The reaction mixture was diluted with DCM (10 mL), washed with saturated NaHCO3(aq) (10 mL), and the organic phase was separated. TFA (342 μL, 4.44 mmol) was added and the resultin... The product is COC1=C(C=CC(=C1)C=1C=NN(C1)C)C=1SC(=NN1)N1CC2(C1)CNCCC2 (2-(2-Methoxy-4-(1-methyl-1H-pyrazol-4-yl)phenyl)-5-(2,6-diazaspiro[3.5]nonan-2-yl)-1,3,4-thiadiazole), solid. As a reaction SMILES: FC(F)(F)[C:3]1([C:7]([OH:9])=O)[CH2:6][CH2:5][CH2:4]1.O=S(Cl)Cl.[Cl:16][C:17]1[CH:18]=[CH:19][C:20]([C@:23]([C:32]2[CH:37]=[C:36]([O:38][C:39]([F:44])([F:43])[CH:40]([F:42])[F:41])[CH:35]=[C:34]([F:45])[CH:33]=2)([NH2:31])[CH2:24][C:25]2[CH:30]=[CH:29][CH:28]=[CH:27][CH:26]=2)=[N:21][CH:22]=1>ClCCCl>[Cl:16][C:17]1[CH:18]=[CH:19][C:20]([C:23]([NH:31][C:7]([CH:3]2[CH2:4][CH2:5][CH2:6]2)=[O:9])([C:32]2[CH:37]=[C:36]([O:38][C:39]([F:43])([F:44])[CH:40]([F:42])[F:41])[CH:35]=[C:34]([F:45])[CH:33]=2)[CH2:24][C:25]2[CH:30]=[CH:29][CH:28]=[CH:27][CH:26]=2)=[N:21][CH:22]=1. Product: ClC=1C=CC(=NC1)C(CC1=CC=CC=C1)(C1=CC(=CC(=C1)OC(C(F)F)(F)F)F)NC(=O)C1CCC1 (N-(1-(5-chloropyridin-2-yl)-1-(3-fluoro-5-(1,1,2,2-tetrafluoroethoxy)phenyl)-2-phenylethyl)cyclobutanecarboxamide). Run in ClCCCl (DCE). Reactants: FC(C1(CCC1)C(=O)O)(F)F (1-trifluoromethylcyclobutyl carboxylic acid), O=S(Cl)Cl (SOCl2), ClC=1C=CC(=NC1)[C@@](CC1=CC=CC=C1)(N)C1=CC(=CC(=C1)OC(C(F)F)(F)F)F ((S)-1-(5-chloropyridin-2-yl)-1-(3-fluoro-5-(1,1,2,2-tetrafluoroethoxy)phenyl)-2-phenylethanamine). The yield is 22.0%. Reaction conditions: time 18 hour. Procedure: To a solution of 1-trifluoromethylcyclobutyl carboxylic acid (22.7 mg, 0.135 mmol) in DCE (1 mL) was added SOCl2 (16 mg, 0.135 mmol) and the resulting mixture was heated at reflux for 2 h. The reaction mixture was allowed to cool down to room temperature and TEA was added (31 μL, 0.23 mmol), followed by the addition of (S)-1-(5-chloropyridin-2-yl)-1-(3-fluoro-5-(1,1,2,2-tetrafluoroethoxy)phenyl)-2-phenylethanamine (20 mg, 0.045 mmol). The reaction was stirred at room temperature for 18 h, concen... Reactants: CON(C(=O)C1=CN(C2=CC=CC=C2C1=O)CC1=NC(=CC=C1)Br)C (1-(6-bromo-pyridin-2-ylmethyl)-4-oxo-1,4-dihydro-quinoline-3-carboxylic acid methoxy-methyl-amide), white solid. Solvent: C(C)(C)(C)C1=CC=C(C=C1)[Mg]Br (4-tert-butylphenylmagnesium bromide), C1CCOC1 (THF). Product: BrC1=CC=CC(=N1)CN1C=C(C(C2=CC=CC=C12)=O)C(C1=CC=C(C=C1)C(C)(C)C)=O (1-(6-Bromo-pyridin-2-ylmethyl)-3-(4-tert-butyl-benzoyl)-1H-quinolin-4-one). Reaction SMILES: CON(C)[C:4]([C:6]1[C:15](=[O:16])[C:14]2[C:9](=[CH:10][CH:11]=[CH:12][CH:13]=2)[N:8]([CH2:17][C:18]2[CH:23]=[CH:22][CH:21]=[C:20]([Br:24])[N:19]=2)[CH:7]=1)=[O:5]>C1COCC1.C(C1C=CC([Mg]Br)=CC=1)(C)(C)C>[Br:24][C:20]1[N:19]=[C:18]([CH2:17][N:8]2[C:14]3[C:9](=[CH:10][CH:11]=[CH:12][CH:13]=3)[C:4](=[O:5])[C:6]([C:15](=[O:16])[C:14]3[CH:9]=[CH:10][C:11]([C:6]([CH3:15])([CH3:7])[CH3:4])=[CH:12][CH:13]=3)=[CH:7]2)[CH:23]=[CH:22][CH:21]=1. Procedure details: Experimental conditions analogous to those described for Step 6 of Example 60 from 90 mg (0.22 mmol) of 1-(6-bromo-pyridin-2-ylmethyl)-4-oxo-1,4-dihydro-quinoline-3-carboxylic acid methoxy-methyl-amide in 1 mL THF and 0.25 mL 2M 4-tert-butylphenylmagnesium bromide. Yield: 80 mg of a white solid. LC-MSD, m/z for C26H23BrN2O2 [M+H]+=475.0, 477.0; HPLC retention time: 2.9 min.